This data is from the Open Reaction Database (ORD), a public repository of structured organic reaction records. The task is: describe an organic reaction: reactants, conditions, products, and yield Starting materials: CS(=O)(=O)c1ccc(S(=O)(=O)Cl)cc1, [Na+], [Na+], [Na+], O=C([O-])O, O, O=S([O-])[O-]. Product: CS(=O)(=O)c1ccc(S(=O)[O-])cc1, [Na+]. Reaction SMILES: [CH3:12][S:13](=[O:14])(=[O:15])[c:16]1[cH:17][cH:18][c:19]([S:22](=[O:23])(=[O:24])[Cl:25])[cH:20][cH:21]1.[Na+:10].[Na+:11].[Na+:5].[O-:1][C:2]([OH:3])=[O:4].[OH2:26].[S:6]([O-:7])([O-:8])=[O:9]>>[CH3:12][S:13](=[O:14])(=[O:15])[c:16]1[cH:17][cH:18][c:19]([S:22](=[O:23])[O-:24])[cH:20][cH:21]1.[Na+:5].